From a dataset of the Open Reaction Database (ORD), a public repository of structured organic reaction records. describe an organic reaction: reactants, conditions, products, and yield The reactants are FC=1C=NC(=C(C(=O)O)C1)CC1=CC=C(C=C1)F (5-Fluoro-2-(4-fluorobenzyl)nicotinic acid), Cl.N[C@@H](C)C1=CC=C(C(=O)OC)C=C1 (Methyl 4-[(1S)-1-aminoethyl]benzoate hydrochloride). Yields the product FC=1C=C(C(=NC1)CC1=CC=C(C=C1)F)C(=O)N[C@@H](C)C1=CC=C(C(=O)OC)C=C1 (Methyl 4-[(1S)-1-({[5-fluoro-2-(4-fluorobenzyl)pyridin-3-yl]carbonyl}amino)ethyl]benzoate). As a reaction SMILES: [F:1][C:2]1[CH:3]=[N:4][C:5]([CH2:11][C:12]2[CH:17]=[CH:16][C:15]([F:18])=[CH:14][CH:13]=2)=[C:6]([CH:10]=1)[C:7]([OH:9])=O.Cl.[NH2:20][C@H:21]([C:23]1[CH:32]=[CH:31][C:26]([C:27]([O:29][CH3:30])=[O:28])=[CH:25][CH:24]=1)[CH3:22]>>[F:1][C:2]1[CH:10]=[C:6]([C:7]([NH:20][C@H:21]([C:23]2[CH:32]=[CH:31][C:26]([C:27]([O:29][CH3:30])=[O:28])=[CH:25][CH:24]=2)[CH3:22])=[O:9])[C:5]([CH2:11][C:12]2[CH:17]=[CH:16][C:15]([F:18])=[CH:14][CH:13]=2)=[N:4][CH:3]=1 |f:1.2|. Procedure details: The title compound was prepared according to the procedure described in step 3 of Example 1 from 5-fluoro-2-(4-fluorobenzyl)nicotinic acid (step 3 of Example 58) and methyl 4-[(1S)-1-aminoethyl]benzoate hydrochloride (step 3 of Example 5): 1H-NMR (CDCl3) δ 9.13 (1H, d, J=7.7 Hz), 8.59 (1H, d, J=3.0 Hz), 7.93 (2H, d, J=8.4 Hz), 7.79 (1H, dd, J=8.7, 2.8 Hz), 7.51 (2H, d, J=8.2 Hz), 7.15–7.09 (2H, m), 7.03–6.96 (2H, m), 5.19–5.09 (1H, m), 4.17 (1H, d, J=13.7 Hz), 4.08 (1H, d, J=13.7 Hz), 3.85 (3H, ... The reactants are C(C)(=O)O[C@@H]1[C@]2(C)[C@@H](CC1)[C@@H]1CC=C3N(C(CC[C@]3(C)[C@H]1CC2)=O)C (17β-Acetoxy-4-methyl-4-aza-androst-5(6)-en-3-one), [OH-].[Na+] (sodium hydroxide). Solvent: C(C)O (ethanol). Run at time 0.5 hour. Yields the product O[C@@H]1[C@]2(C)[C@@H](CC1)[C@@H]1CC=C3N(C(CC[C@]3(C)[C@H]1CC2)=O)C (17β-hydroxy-4-methyl-4-aza-androst-5(6)-en-3-one). Yield: 61.0%. As a reaction SMILES: C([O:4][C@H:5]1[CH2:10][CH2:9][C@H:8]2[C@H:11]3[C@H:21]([CH2:22][CH2:23][C@:6]12[CH3:7])[C@:19]1([CH3:20])[C:14]([N:15]([CH3:25])[C:16](=[O:24])[CH2:17][CH2:18]1)=[CH:13][CH2:12]3)(=O)C.[OH-].[Na+]>C(O)C>[OH:4][C@H:5]1[CH2:10][CH2:9][C@H:8]2[C@H:11]3[C@H:21]([CH2:22][CH2:23][C@:6]12[CH3:7])[C@:19]1([CH3:20])[C:14]([N:15]([CH3:25])[C:16](=[O:24])[CH2:17][CH2:18]1)=[CH:13][CH2:12]3 |f:1.2|. Procedure details: 17β-Acetoxy-4-methyl-4-aza-androst-5(6)-en-3-one (3.373 g, 9.763 mmol) is dissolved in ethanol (50 mL). Concentrated sodium hydroxide (6M, 25.0 mL) is added and the reaction is stirred at room temperature for 4 ½ hours. The reaction is partitioned between brine (10.0 mL) and EtOAc (100 mL). The layers are separated and the organic layer washed with brine (2×100 mL), saturated NH4Cl (100 mL), dried over MgSO4, filtered and evaporated to give a crude reaction product as a yellow solid. This is pur... Reactants: C(C)OCC (diethyl ether), C(C)(C)=C1C=CC(=C1)C (5-isopropylidene-2-methyl-cyclopenta-1,3-diene), O=CC(C)=C (methacroleine), [H-].[H-].[H-].[H-].[Li+].[Al+3] (LiAlH4), CCOCC (ether). Conditions: time 2 day. Yields the product C(C)(C)=C1C2C(CC1C(=C2)C)(C)CO ((7-Isopropylidene-2,5-dimethyl-bicyclo[2.2.1]hept-5-en-2-yl)-methanol). Reaction SMILES: [C:1](=[C:4]1[CH:8]=[C:7]([CH3:9])[CH:6]=[CH:5]1)([CH3:3])[CH3:2].O=C[C:12](=[CH2:14])[CH3:13].[H-].[H-].[H-].[H-].[Li+].[Al+3].[CH2:21]([O:23]CC)C>>[C:1](=[C:4]1[CH:5]2[C:12]([CH3:14])=[CH:13][CH:8]1[C:7]([CH2:21][OH:23])([CH3:9])[CH2:6]2)([CH3:3])[CH3:2] |f:2.3.4.5.6.7|. Reported procedure: A mixture of 5-isopropylidene-2-methyl-cyclopenta-1,3-diene (26.4 g, 0.22 mol) and methacroleine (29.4 g, 0.42 mol) were stirred for 2 days at room temperature. The mixture was diluted with diethyl ether (50 ml) and added dropwise at 0° C. to a suspension of LiAlH4 (6.25 g, 0.16 mol) in ether (100 ml). After having been stirred for 1 h at room temperature, the mixture was dropwise quenched successively with water (6 ml), NaOH (15%, 6 ml) and water (6 ml). The mixture was filtered, concentrated i... Reactants: C(C)OC(CC1C2=C(B(O1)O)C=C(C=C2CC)OC2=NC=CN=C2)=O ([4-ethyl-1-hydroxy-6-(pyrazin-2-yloxy)-1,3-dihydro-benzo[c][1,2]oxaborol-3-yl]-acetic acid ethyl ester), [Li+].[OH-] (LiOH), Cl (HCl). The solvent is C1CCOC1 (THF), O (H2O). Conditions: time 2 hour. The product is C(C)C1=CC(=CC=2B(OC(C21)CC(=O)O)O)OC2=NC=CN=C2 ([4-ethyl-1-hydroxy-6-(pyrazin-2-yloxy)-1,3-dihydro-benzo[c][1,2]oxaborol-3-yl]-acetic acid). Isolated yield 79.6%. RXN SMILES: C([O:3][C:4](=[O:25])[CH2:5][CH:6]1[O:10][B:9]([OH:11])[C:8]2[CH:12]=[C:13]([O:18][C:19]3[CH:24]=[N:23][CH:22]=[CH:21][N:20]=3)[CH:14]=[C:15]([CH2:16][CH3:17])[C:7]1=2)C.[Li+].[OH-].Cl>C1COCC1.O>[CH2:16]([C:15]1[C:7]2[CH:6]([CH2:5][C:4]([OH:25])=[O:3])[O:10][B:9]([OH:11])[C:8]=2[CH:12]=[C:13]([O:18][C:19]2[CH:24]=[N:23][CH:22]=[CH:21][N:20]=2)[CH:14]=1)[CH3:17] |f:1.2|. Procedure details: To a solution of [4-ethyl-1-hydroxy-6-(pyrazin-2-yloxy)-1,3-dihydro-benzo[c][1,2]oxaborol-3-yl]-acetic acid ethyl ester (0.11 g, 0.32 mmol) in THF (4 mL) and H2O (2 mL) was added LiOH (0.040 g) at 0° C. The resulting mixture was stirred at room temperature for 2 hours then cooled to 0° C. and acidified to pH 3 with 6N HCl. The mixture was concentrated in vacuo and the residue purified by silica gel flash column chromatography to give [4-ethyl-1-hydroxy-6-(pyrazin-2-yloxy)-1,3-dihydro-benzo[c][1,...